Task: describe an organic reaction: reactants, conditions, products, and yield. Dataset: the Open Reaction Database (ORD), a public repository of structured organic reaction records The reactants are C(=CC1=CC=CC=C1)/C/1=C/C(=O)OC1=O (styrene-maleic anhydride), polyethyleneglycol, polyethyleneglycol monomethyl ether, [Al] (aluminum), CO (methanol). Run at temperature 100 celsius, time 30 hour. Yields the product C(=CC1=CC=CC=C1)/C(=C/C(=O)O)/C(=O)O (styrene-maleic acid). As a reaction SMILES: [CH:1]([C:9]1=[CH:10][C:11]([O:13][C:14]1=[O:15])=[O:12])=[CH:2][C:3]1[CH:8]=[CH:7][CH:6]=[CH:5][CH:4]=1.[Al].C[OH:18]>>[CH:1](/[C:9](/[C:14]([OH:13])=[O:15])=[CH:10]/[C:11]([OH:18])=[O:12])=[CH:2][C:3]1[CH:8]=[CH:7][CH:6]=[CH:5][CH:4]=1. Procedure details: 2.2 g of the styrene-maleic anhydride polymer (molecular weight: 1600) was mixed with 3.3 g of the polyethyleneglycol (molecular weight: 600) and 7.8 g of polyethyleneglycol monomethyl ether (molecular weight: 750). The mixture was dropped on an aluminum plate and heated in an oven at 100° C. under nitrogen stream. After 30 hours, the mixture was cooled down to room temperature, immersed into methanol and dried. An ion-conducting thin membrane of styrene-maleic acid polyethyleneoxy ester crossli... The reactants are CS(=O)c1ncc2ccc(Br)n2n1, CC(=O)[O-], CC(=O)[O-], CCO, [Na+], [Na+], O=C([O-])[O-], C1COCCO1, CN(C)C=O, O, [Pd+2], c1ccc(P(c2ccccc2)c2ccccc2)cc1, OB(O)c1cccnc1. Product: CS(=O)c1ncc2ccc(-c3cccnc3)n2n1. RXN SMILES: [Br:26][c:27]1[cH:28][cH:29][c:30]2[cH:31][n:32][c:33]([S:36](=[O:37])[CH3:38])[n:34][n:35]12.[C:58]([O-:59])(=[O:60])[CH3:61].[C:63]([O-:64])(=[O:65])[CH3:66].[CH3:55][CH2:56][OH:57].[Na+:48].[Na+:49].[O-:50][C:51](=[O:52])[O-:53].[O:20]1[CH2:21][CH2:22][O:23][CH2:24][CH2:25]1.[O:67]=[CH:68][N:69]([CH3:70])[CH3:71].[OH2:54].[Pd+2:62].[c:1]1([P:2]([c:3]2[cH:4][cH:5][cH:6][cH:7][cH:8]2)[c:9]2[cH:10][cH:11][cH:12][cH:13][cH:14]2)[cH:15][cH:16][cH:17][cH:18][cH:19]1.[n:39]1[cH:40][c:41]([B:45]([OH:46])[OH:47])[cH:42][cH:43][cH:44]1>>[c:27]1(-[c:41]2[cH:40][n:39][cH:44][cH:43][cH:42]2)[cH:28][cH:29][c:30]2[cH:31][n:32][c:33]([S:36](=[O:37])[CH3:38])[n:34][n:35]12. Reactants: [N+](=O)([O-])C=1C=CC(=NC1)OC=1C=C2CCC(OC2=CC1)C1=CC=CC=C1 (5-nitro-2-(2-phenylchroman-6-yloxy)pyridine), FC1=CC=C(C=C1)C1OC2=CC=C(C=C2CC1)O (2-(4-fluorophenyl)chroman-6-ol). Product: FC1=CC=C(C=C1)C1OC2=CC=C(C=C2CC1)OC1=NC=C(C=C1)[N+](=O)[O-] (2-[2-(4-Fluorophenyl)chroman-6-yloxy]-5-nitropyridine). Reaction SMILES: [N+:1]([C:4]1[CH:5]=[CH:6][C:7]([O:10][C:11]2[CH:12]=[C:13]3[C:18](=[CH:19][CH:20]=2)[O:17][CH:16]([C:21]2[CH:26]=[CH:25][CH:24]=[CH:23][CH:22]=2)[CH2:15][CH2:14]3)=[N:8][CH:9]=1)([O-:3])=[O:2].[F:27]C1C=CC(C2CCC3C(=CC=C(O)C=3)O2)=CC=1>>[F:27][C:24]1[CH:23]=[CH:22][C:21]([CH:16]2[CH2:15][CH2:14][C:13]3[C:18](=[CH:19][CH:20]=[C:11]([O:10][C:7]4[CH:6]=[CH:5][C:4]([N+:1]([O-:3])=[O:2])=[CH:9][N:8]=4)[CH:12]=3)[O:17]2)=[CH:26][CH:25]=1. Reported procedure: 2-[2-(4-Fluorophenyl)chroman-6-yloxy]-5-nitropyridine was prepared as described for 5-nitro-2-(2-phenylchroman-6-yloxy)pyridine in Example 1(b) starting from 160 mg of 2-(4-fluorophenyl)chroman-6-ol. The product was purified on preparative TLC-plate covered with silica gel using heptane-ethyl acetate (4:1) as an eluant. 1H NMR (400 MHz, d6-DMSO) δ: 9.04 (dd, 1H, J 2.9, 0.4 Hz), 8.60 (dd, 1H, J 9.1, 2.9 Hz), 7.51 (m, 2H), 7.24 (m, 1H), 7.20 (dd, 1H, J 9.1, 0.4 Hz), 7.01 (d, 1H, J 2.8 Hz), 6.96 (d... The reactants are FC1=C(C=CC(=C1)C1=NN(C=N1)C1=CC=C(C=C1)OC(F)(F)F)/C=C/C(=O)OCC ((E)-ethyl 3-(2-fluoro-4-(1-(4-(trifluoromethoxy)phenyl)-1H-1,2,4-triazol-3-yl)phenyl)acrylate). Run in [OH-].[OH-].[Pd+2] (palladium hydroxide on carbon), C(C)O (ethanol). The product is FC1=C(C=CC(=C1)C1=NN(C=N1)C1=CC=C(C=C1)OC(F)(F)F)CCC(=O)OCC (ethyl 3-(2-fluoro-4-(1-(4-(trifluoromethoxy)phenyl)-1H-1,2,4-triazol-3-yl)phenyl)propanoate). As a reaction SMILES: [F:1][C:2]1[CH:7]=[C:6]([C:8]2[N:12]=[CH:11][N:10]([C:13]3[CH:18]=[CH:17][C:16]([O:19][C:20]([F:23])([F:22])[F:21])=[CH:15][CH:14]=3)[N:9]=2)[CH:5]=[CH:4][C:3]=1/[CH:24]=[CH:25]/[C:26]([O:28][CH2:29][CH3:30])=[O:27]>[OH-].[OH-].[Pd+2].C(O)C>[F:1][C:2]1[CH:7]=[C:6]([C:8]2[N:12]=[CH:11][N:10]([C:13]3[CH:14]=[CH:15][C:16]([O:19][C:20]([F:23])([F:22])[F:21])=[CH:17][CH:18]=3)[N:9]=2)[CH:5]=[CH:4][C:3]=1[CH2:24][CH2:25][C:26]([O:28][CH2:29][CH3:30])=[O:27] |f:1.2.3|. Reported procedure: The title compound was prepared from (E)-ethyl 3-(2-fluoro-4-(1-(4-(trifluoromethoxy)phenyl)-1H-1,2,4-triazol-3-yl)phenyl)acrylate (CB13) using palladium hydroxide on carbon and ethanol as solvent; isolated as a tan solid (0.871 g, 67%, 85% pure): 1H NMR (400 MHz, CDCl3) δ 8.56 (s, 1H), 7.92-7.82 (m, 2H), 7.79 (d, J=9.0 Hz, 2H), 7.43-7.36 (m, 2H), 7.32 (t, J=7.8 Hz, 1H), 4.14 (q, J=7.1 Hz, 2H), 3.03 (t, J=7.7 Hz, 2H), 2.67 (dd, J=8.2, 7.2 Hz, 2H), 1.24 (t, J=7.1 Hz, 3H); 19F NMR (376 MHz, CDCl3)... Starting materials: FC(CC[C@H]([C@@H](C(=O)OC(C)(C)C)C1=CC=CC=C1)C(NC1N=C(C2=C(NC1=O)C(=CC=C2)C)C2=CC(=CC=C2)F)=O)(F)F ((2R,3R)-tert-butyl 6,6,6-trifluoro-3-((5-(3-fluorophenyl)-9-methyl-2-oxo-2,3-dihydro-1H-benzo[e][1,4]diazepin-3-yl)carbamoyl)-2-phenylhexanoate), C(=O)(C(F)(F)F)O (TFA). The solvent is C(Cl)Cl (DCM), ClCCl (dichloromethane). Run at time 3 hour. Product: FC(CC[C@H]([C@@H](C(=O)O)C1=CC=CC=C1)C(NC1N=C(C2=C(NC1=O)C(=CC=C2)C)C2=CC(=CC=C2)F)=O)(F)F ((2R,3R)-6,6,6-trifluoro-3-((5-(3-fluorophenyl)-9-methyl-2-oxo-2,3-dihydro-1H-benzo[e][1,4]diazepin-3-yl) carbamoyl)-2-phenylhexanoic acid). RXN SMILES: [F:1][C:2]([F:44])([F:43])[CH2:3][CH2:4][C@@H:5]([C:20](=[O:42])[NH:21][CH:22]1[C:28](=[O:29])[NH:27][C:26]2[C:30]([CH3:34])=[CH:31][CH:32]=[CH:33][C:25]=2[C:24]([C:35]2[CH:40]=[CH:39][CH:38]=[C:37]([F:41])[CH:36]=2)=[N:23]1)[C@H:6]([C:14]1[CH:19]=[CH:18][CH:17]=[CH:16][CH:15]=1)[C:7]([O:9]C(C)(C)C)=[O:8].C(O)(C(F)(F)F)=O>ClCCl>[F:44][C:2]([F:1])([F:43])[CH2:3][CH2:4][C@@H:5]([C:20](=[O:42])[NH:21][CH:22]1[C:28](=[O:29])[NH:27][C:26]2[C:30]([CH3:34])=[CH:31][CH:32]=[CH:33][C:25]=2[C:24]([C:35]2[CH:40]=[CH:39][CH:38]=[C:37]([F:41])[CH:36]=2)=[N:23]1)[C@H:6]([C:14]1[CH:15]=[CH:16][CH:17]=[CH:18][CH:19]=1)[C:7]([OH:9])=[O:8]. Procedure details: A solution of (2R,3R)-tert-butyl 6,6,6-trifluoro-3-((5-(3-fluorophenyl)-9-methyl-2-oxo-2,3-dihydro-1H-benzo[e][1,4]diazepin-3-yl)carbamoyl)-2-phenylhexanoate (168 mg, 0.275 mmol) in dichloromethane (2 mL) was treated with TFA (2 mL) and allowed to stand at room temperature for 3 hours. The mixture was diluted with DCM and evaporated to dryness. The residue was dissolved in DCM and washed with water and concentrated to give (2R,3R)-6,6,6-trifluoro-3-((5-(3-fluorophenyl)-9-methyl-2-oxo-2,3-dihydro... Starting materials: CC(C)(C)OC(=O)NC(CN(C(=O)OC(C)(C)C)c1nnc(-c2ccc([N+](=O)[O-])c(F)c2)s1)C(O[Si](C)(C)C(C)(C)C)c1ccc(C(F)(F)F)cc1, CCOC(=O)CC(=O)OCC, [H-], [Na+], C1COCCO1. Product: CCOC(=O)C(C(=O)OCC)c1cc(-c2nnc(N(CC(NC(=O)OC(C)(C)C)C(O[Si](C)(C)C(C)(C)C)c3ccc(C(F)(F)F)cc3)C(=O)OC(C)(C)C)s2)ccc1[N+](=O)[O-]. RXN SMILES: [C:14]([CH3:15])([CH3:16])([CH3:17])[O:18][C:19](=[O:20])[NH:21][CH:22]([CH2:23][N:24]([C:25]([O:26][C:27]([CH3:28])([CH3:29])[CH3:30])=[O:31])[c:32]1[s:33][c:34](-[c:37]2[cH:38][c:39]([F:46])[c:40]([N+:43](=[O:44])[O-:45])[cH:41][cH:42]2)[n:35][n:36]1)[CH:47]([c:48]1[cH:49][cH:50][c:51]([C:54]([F:55])([F:56])[F:57])[cH:52][cH:53]1)[O:58][Si:59]([CH3:60])([CH3:61])[C:62]([CH3:63])([CH3:64])[CH3:65].[C:3]([CH2:4][C:5](=[O:6])[O:7][CH2:8][CH3:9])(=[O:10])[O:11][CH2:12][CH3:13].[H-:1].[Na+:2].[O:66]1[CH2:67][CH2:68][O:69][CH2:70][CH2:71]1>>[C:3]([CH:4]([C:5](=[O:6])[O:7][CH2:8][CH3:9])[c:39]1[cH:38][c:37](-[c:34]2[s:33][c:32]([N:24]([CH2:23][CH:22]([NH:21][C:19]([O:18][C:14]([CH3:15])([CH3:16])[CH3:17])=[O:20])[CH:47]([c:48]3[cH:49][cH:50][c:51]([C:54]([F:55])([F:56])[F:57])[cH:52][cH:53]3)[O:58][Si:59]([CH3:60])([CH3:61])[C:62]([CH3:63])([CH3:64])[CH3:65])[C:25]([O:26][C:27]([CH3:28])([CH3:29])[CH3:30])=[O:31])[n:36][n:35]2)[cH:42][cH:41][c:40]1[N+:43](=[O:44])[O-:45])(=[O:10])[O:11][CH2:12][CH3:13]. Reactants: Cc1cc(N)ccc1Br, [Cl-], Cl, O=N[O-], [Na+], O, O. The product is Cc1cc(NN)ccc1Br, Cl. RXN SMILES: [Br:1][c:2]1[c:3]([CH3:9])[cH:4][c:5]([NH2:6])[cH:7][cH:8]1.[Cl-:16].[ClH:17].[N:10]([O-:11])=[O:12].[Na+:13].[OH2:14].[OH2:15]>>[Br:1][c:2]1[c:3]([CH3:9])[cH:4][c:5]([NH:6][NH2:10])[cH:7][cH:8]1.[ClH:16]. Reaction SMILES: [H-].[Na+].C(OP([CH2:11][C:12]([O:14][CH2:15][CH3:16])=[O:13])(OCC)=O)C.[CH2:17]([O:24][C:25]1[CH:26]=[C:27]2[C:32](=[CH:33][CH:34]=1)[CH:31]=[C:30]([CH2:35][N:36]1[CH:40]=[C:39]([C:41]3[CH:46]=[CH:45][CH:44]=[CH:43][CH:42]=3)[C:38]([CH:47]=O)=[CH:37]1)[CH:29]=[CH:28]2)[C:18]1[CH:23]=[CH:22][CH:21]=[CH:20][CH:19]=1.O>O1CCCC1>[CH2:17]([O:24][C:25]1[CH:26]=[C:27]2[C:32](=[CH:33][CH:34]=1)[CH:31]=[C:30]([CH2:35][N:36]1[CH:40]=[C:39]([C:41]3[CH:46]=[CH:45][CH:44]=[CH:43][CH:42]=3)[C:38](/[CH:47]=[CH:11]/[C:12]([O:14][CH2:15][CH3:16])=[O:13])=[CH:37]1)[CH:29]=[CH:28]2)[C:18]1[CH:19]=[CH:20][CH:21]=[CH:22][CH:23]=1 |f:0.1|. Reaction conditions: time 30 minute. The product is C(C1=CC=CC=C1)OC=1C=C2C=CC(=CC2=CC1)CN1C=C(C(=C1)C1=CC=CC=C1)/C=C/C(=O)OCC (ethyl(E)-3-[1-(6-benzyloxy-2-naphthylmethyl)-4-phenyl-3-pyrrolyl]propenoate). The yield is 68.0%. Solvent: O1CCCC1 (tetrahydrofuran), O1CCCC1 (tetrahydrofuran). The reactants are O (water), [H-].[Na+] (Sodium hydride), C(C)OP(=O)(OCC)CC(=O)OCC (ethyl diethylphosphonoacetate), C(C1=CC=CC=C1)OC=1C=C2C=CC(=CC2=CC1)CN1C=C(C(=C1)C1=CC=CC=C1)C=O (1-(6-benzyloxy-2-naphthylmethyl)-4-phenylpyrrole-3-carbaldehyde). Procedure: Sodium hydride (60%, oily, 0.20 g) was added to a mixture of ethyl diethylphosphonoacetate (0.992 ml) and tetrahydrofuran (20 ml) at 0° C., and the mixture was stirred at room temperature for 30 minutes. A solution of 1-(6-benzyloxy-2-naphthylmethyl)-4-phenylpyrrole-3-carbaldehyde (2.09 g) in tetrahydrofuran (20 ml) was slowly added to the mixture, which was stirred at room temperature for 1 hour. The reaction mixture was poured into water, which was extracted with ethyl acetate. The ethyl aceta...